Dataset: the Open Reaction Database (ORD), a public repository of structured organic reaction records. Task: describe an organic reaction: reactants, conditions, products, and yield Reactants: ClC1=CC=C(C=C1)C(N1CCNCC1)C1=CC=CC=C1 (1-[(4-Chlorophenyl)phenylmethyl]piperazine), C(C)N(S(=O)(=O)CCCCCCCl)CC (N,N-diethyl-6-chlorohexanesulfonamide). The solvent is C(C)N(C(C)C)C(C)C (N-ethyldiisopropylamine). Product: C(C)N(S(=O)(=O)CCCCCCN1CCN(CC1)C(C1=CC=CC=C1)C1=CC=C(C=C1)Cl)CC (N,N-diethyl-6-[4-[(4-chlorophenyl)phenylmethyl]1-piperazinyl]hexanesulfonamide). The yield is 93.9%. RXN SMILES: [Cl:1][C:2]1[CH:7]=[CH:6][C:5]([CH:8]([C:15]2[CH:20]=[CH:19][CH:18]=[CH:17][CH:16]=2)[N:9]2[CH2:14][CH2:13][NH:12][CH2:11][CH2:10]2)=[CH:4][CH:3]=1.[CH2:21]([N:23]([CH2:34][CH3:35])[S:24]([CH2:27][CH2:28][CH2:29][CH2:30][CH2:31][CH2:32]Cl)(=[O:26])=[O:25])[CH3:22]>C(N(C(C)C)C(C)C)C>[CH2:34]([N:23]([CH2:21][CH3:22])[S:24]([CH2:27][CH2:28][CH2:29][CH2:30][CH2:31][CH2:32][N:12]1[CH2:11][CH2:10][N:9]([CH:8]([C:5]2[CH:4]=[CH:3][C:2]([Cl:1])=[CH:7][CH:6]=2)[C:15]2[CH:16]=[CH:17][CH:18]=[CH:19][CH:20]=2)[CH2:14][CH2:13]1)(=[O:25])=[O:26])[CH3:35]. Reported procedure: 1-[(4-Chlorophenyl)phenylmethyl]piperazine (573.6 mg, 2.00 mmol) and N,N-diethyl-6-chlorohexanesulfonamide (511.6 mg, 2.00 mmol) were refluxed in N-ethyldiisopropylamine (2 ml) for 6 hours. The reaction mixture was concentrated in vacuo, and water was added thereto. The mixture was extracted with chloroform. The chloroform layer was washed with water, and dried over anhydrous magnesium sulfate. Subsequently, the solvent was removed by evaporation in vacuo. The resulting crude product was purifie... Starting materials: Clc1ccc2cc(Cc3ccccc3)c(Cl)nc2c1, CCC(C)=O, [I-], I, [Na+]. Yields the product Clc1ccc2cc(Cc3ccccc3)c(I)nc2c1. As a reaction SMILES: [CH2:1]([c:2]1[cH:3][cH:4][cH:5][cH:6][cH:7]1)[c:8]1[c:9]([Cl:19])[n:10][c:11]2[cH:12][c:13]([Cl:18])[cH:14][cH:15][c:16]2[cH:17]1.[CH2:23]([C:24]([CH3:25])=[O:26])[CH3:27].[I-:21].[IH:22].[Na+:20]>>[CH2:1]([c:2]1[cH:3][cH:4][cH:5][cH:6][cH:7]1)[c:8]1[c:9]([I:21])[n:10][c:11]2[cH:12][c:13]([Cl:18])[cH:14][cH:15][c:16]2[cH:17]1. Starting materials: COC(=O)CO, C1COCCO1, O=[N+]([O-])c1ccc(Cl)nc1Cl, [H-], [Na+], O. Yields the product COC(=O)COc1nc(Cl)ccc1[N+](=O)[O-]. Reaction SMILES: [C:14]([CH2:15][OH:16])(=[O:17])[O:18][CH3:19].[CH2:20]1[O:21][CH2:22][CH2:23][O:24][CH2:25]1.[Cl:3][c:4]1[n:5][c:6]([Cl:13])[cH:7][cH:8][c:9]1[N+:10](=[O:11])[O-:12].[H-:1].[Na+:2].[OH2:26]>>[c:4]1([O:16][CH2:15][C:14](=[O:17])[O:18][CH3:19])[n:5][c:6]([Cl:13])[cH:7][cH:8][c:9]1[N+:10](=[O:11])[O-:12].